From a dataset of the Open Reaction Database (ORD), a public repository of structured organic reaction records. describe an organic reaction: reactants, conditions, products, and yield Starting materials: CCO, OCCCOc1c(Cl)cc(OCc2ccccc2)cc1Cl, [H][H]. Yields the product OCCCOc1c(Cl)cc(O)cc1Cl. As a reaction SMILES: [CH3:24][CH2:25][OH:26].[Cl:1][c:2]1[c:3]([O:4][CH2:5][CH2:6][CH2:7][OH:8])[c:9]([Cl:21])[cH:10][c:11]([O:13][CH2:14][c:15]2[cH:16][cH:17][cH:18][cH:19][cH:20]2)[cH:12]1.[H:22][H:23]>>[Cl:1][c:2]1[c:3]([O:4][CH2:5][CH2:6][CH2:7][OH:8])[c:9]([Cl:21])[cH:10][c:11]([OH:13])[cH:12]1. Starting materials: O (water), FC=1C(=C(C=CC1)N)[N+](=O)[O-] (3-fluoro-2-nitro-phenylamine), C1CC(=O)N(C1=O)Br (NBS). The solvent is CN(C)C=O (DMF), CN(C)C=O (DMF). Run at temperature 0 celsius, time 1 hour. Product: BrC1=C(C(=C(C=C1)N)[N+](=O)[O-])F (4-bromo-3-fluoro-2-nitro-phenylamine). The yield is 90.4%. As a reaction SMILES: [F:1][C:2]1[C:3]([N+:9]([O-:11])=[O:10])=[C:4]([NH2:8])[CH:5]=[CH:6][CH:7]=1.C1C(=O)N([Br:19])C(=O)C1.O>CN(C=O)C>[Br:19][C:7]1[CH:6]=[CH:5][C:4]([NH2:8])=[C:3]([N+:9]([O-:11])=[O:10])[C:2]=1[F:1]. Reported procedure: To a solution of 138 (25 g, 0.160 mol) in DMF (250 mL) at 0° C. was added dropwise a solution of NBS (28.5 g, 0.160 mol) in DMF (100 mL). The resulting mixture was stirred at 0° C. for 1 h and then at RT for another hour. After the completion of the reaction, the mixture was poured into water (4 L) and extracted with EtOAc. The combined organic layers were washed with water and brine solution, dried (Na2SO4), filtered and concentrated in vacuo to afford 34 g (90%) of 4-bromo-3-fluoro-2-nitro-phe... Starting materials: C(C)C1N=C(CC1C)OC (2-ethyl-3,4-dihydro-5-methoxy-3-methyl-2H-pyrrole), [Cl-].[NH4+] (ammonium chloride), title material. The solvent is CO (MeOH). The product is Cl.C(C)C1C(CC(N1)=N)C (5-ethyl-4-methylpyrrolidin-2-imine, monohydrochloride). As a reaction SMILES: [CH2:1]([CH:3]1[CH:7]([CH3:8])[CH2:6][C:5](OC)=[N:4]1)[CH3:2].[Cl-:11].[NH4+:12]>CO>[ClH:11].[CH2:1]([CH:3]1[NH:4][C:5](=[NH:12])[CH2:6][CH:7]1[CH3:8])[CH3:2] |f:1.2,4.5|. Procedure details: The product of EXAMPLE 216 in MeOH is reacted with ammonium chloride by the method of EXAMPLE 27 to generate the title material. The reactants are C(CCC)N(C(C)=O)C1=C(N=C2N1C=CC=C2)C(C)C (N-butyl-N-(2-isopropylimidazo[1,2-a]pyridin-3-yl)acetamide), [H-].[H-].[H-].[H-].[Li+].[Al+3] (LiAlH4), [OH-].[Na+] (NaOH). The solvent is C1CCOC1 (THF). The product is C(CCC)N(C1=C(N=C2N1C=CC=C2)C(C)C)CC (N-butyl-N-ethyl-2-isopropylimidazo[1,2-a]pyridin-3-amine). RXN SMILES: [CH2:1]([N:5]([C:9]1[N:13]2[CH:14]=[CH:15][CH:16]=[CH:17][C:12]2=[N:11][C:10]=1[CH:18]([CH3:20])[CH3:19])[C:6](=O)[CH3:7])[CH2:2][CH2:3][CH3:4].[H-].[H-].[H-].[H-].[Li+].[Al+3].[OH-].[Na+]>C1COCC1>[CH2:1]([N:5]([CH2:6][CH3:7])[C:9]1[N:13]2[CH:14]=[CH:15][CH:16]=[CH:17][C:12]2=[N:11][C:10]=1[CH:18]([CH3:20])[CH3:19])[CH2:2][CH2:3][CH3:4] |f:1.2.3.4.5.6,7.8|. Reported procedure: N-butyl-N-(2-isopropylimidazo[1,2-a]pyridin-3-yl)acetamide 16 (287 mg, 1.05 mmol) was reacted with LiAlH4 (2 eq., 2.10 mmol, 80 mg) in THF (10 ml) at room temperature. Progress of the reaction was monitored by TLC. Aqueous NaOH solution was used to quench the reaction. Solids were filtered and washed with ethyl acetate and the product was purified by column chromatography, eluting with ethyl acetate. The reactants are FC1=C(C=CC(=C1)C(=O)OC)C1=C(C=C(C(=C1)I)OC)F (methyl 2,2′-difluoro-5′-iodo-4′-methoxybiphenyl-4-carboxylate), FC(C=1C=C(C=C(C1)C(F)(F)F)[C@@H]1[C@@H](N(C(O1)=O)CC1=C(C=CC(=C1)C(F)(F)F)B1OC(C(O1)(C)C)(C)C)C)(F)F.C ((4S,5R)-5-[3,5-bis(trifluoromethyl)phenyl]-4-methyl-3-[2-(4,4,5,5-tetramethyl-1,3,2-dioxaborolan-2-yl)-5-(trifluoromethyl)benzyl]-1,3-oxazolidin-2-one methane), FC(C=1C=C(C=C(C1)C(F)(F)F)[C@@H]1[C@@H](N(C(O1)=O)CC1=C(C=CC(=C1)C(F)(F)F)B1OC(C(O1)(C)C)(C)C)C)(F)F.C ((4S,5R)-5-[3,5-bis(trifluoromethyl)phenyl]-4-methyl-3-[2-(4,4,5,5-tetramethyl-1,3,2-dioxaborolan-2-yl)-5-(trifluoromethyl)benzyl]-1,3-oxazolidin-2-one methane), C([O-])([O-])=O.[Na+].[Na+] (sodium carbonate). The reagents and catalysts are ClCCl.[Pd](Cl)Cl.C1(=CC=CC=C1)P([C-]1C=CC=C1)C1=CC=CC=C1.[C-]1(C=CC=C1)P(C1=CC=CC=C1)C1=CC=CC=C1.[Fe+2] (1,1′-bis(diphenylphosphino) ferrocene-palladium dichloride dichloromethane). Run in O1CCOCC1 (1,4-dioxane). The product is FC(C=1C=C(C=C(C1)C(F)(F)F)[C@@H]1[C@@H](N(C(O1)=O)CC1=C(C=CC(=C1)C(F)(F)F)C=1C=C(C(=CC1OCC)F)C1=C(C=C(C=C1)C(=O)OC)F)C)(F)F (Methyl 2″-({(4S,5R)-5-[3,5-bis(trifluoromethyl)phenyl]-4-methyl-2-oxo-1,3-oxazolidin-3-yl}methyl)-2,6′-difluoro-4′-ethoxy-4″-(trifluoromethyl)-1,1′:3′,1″-terphenyl-4-carboxylate). RXN SMILES: [F:1][C:2]1[CH:7]=[C:6]([C:8]([O:10][CH3:11])=[O:9])[CH:5]=[CH:4][C:3]=1[C:12]1[CH:17]=[C:16](I)[C:15]([O:19][CH3:20])=[CH:14][C:13]=1[F:21].[F:22][C:23]([F:62])([F:61])[C:24]1[CH:25]=[C:26]([C@H:34]2[O:38][C:37](=[O:39])[N:36]([CH2:40][C:41]3[CH:46]=[C:45]([C:47]([F:50])([F:49])[F:48])[CH:44]=[CH:43][C:42]=3B3OC(C)(C)C(C)(C)O3)[C@H:35]2[CH3:60])[CH:27]=[C:28]([C:30]([F:33])([F:32])[F:31])[CH:29]=1.C.[C:64](=O)([O-])[O-].[Na+].[Na+]>ClCCl.[Pd](Cl)Cl.C1(P(C2C=CC=CC=2)[C-]2C=CC=C2)C=CC=CC=1.[C-]1(P(C2C=CC=CC=2)C2C=CC=CC=2)C=CC=C1.[Fe+2].O1CCOCC1>[F:62][C:23]([F:22])([F:61])[C:24]1[CH:25]=[C:26]([C@H:34]2[O:38][C:37](=[O:39])[N:36]([CH2:40][C:41]3[CH:46]=[C:45]([C:47]([F:48])([F:49])[F:50])[CH:44]=[CH:43][C:42]=3[C:16]3[CH:17]=[C:12]([C:3]4[CH:4]=[CH:5][C:6]([C:8]([O:10][CH3:11])=[O:9])=[CH:7][C:2]=4[F:1])[C:13]([F:21])=[CH:14][C:15]=3[O:19][CH2:20][CH3:64])[C@H:35]2[CH3:60])[CH:27]=[C:28]([C:30]([F:31])([F:33])[F:32])[CH:29]=1 |f:1.2,3.4.5,6.7.8.9.10|. Procedure: methyl 2,2′-difluoro-5′-iodo-4′-methoxybiphenyl-4-carboxylate (100 mg, 0.247 mmol), (4S,5R)-5-[3,5-bis(trifluoromethyl)phenyl]-4-methyl-3-[2-(4,4,5,5-tetramethyl-1,3,2-dioxaborolan-2-yl)-5-(trifluoromethyl)benzyl]-1,3-oxazolidin-2-one (INTERMEDIATE 9, 179.2 mg, 0.30 mmol), sodium carbonate (247 μL, aq., 2M, 0.494 mmol), 1,1′-bis(diphenylphosphino) ferrocene-palladium dichloride dichloromethane adduct (40 mg, 0.049 mmol) and 1,4-dioxane (2.1 ml) were heated in a 80° C. oil bath for 8 hours. Aliqu... Starting materials: C=1C=CC2=C(C1)N=NN2O (HOBt), O=C(CC(=O)O)N1CCN(CC1)C(C1=CC(=C(C(=C1)F)F)F)=O (3-oxo-3-[4-(3,4,5-trifluoro-benzoyl)-piperazin-1-yl]-propionic acid), O1N=C(N=C1)C1=CC=C(C=C1)N (4-[1,2,4]-oxadiazol-3-yl-phenylamine), CCN=C=NCCCN(C)C.Cl (EDCI.HCl). Reagents/catalysts: CN(C)C=1C=CN=CC1 (DMAP). The solvent is CN(C)C=O (DMF), O (water). Conditions: temperature 10 celsius, time 8 hour. Yields the product O=C(CC(=O)N)N1CCN(CC1)C(C1=CC(=C(C(=C1)F)F)F)=O (3-oxo-3-[4-(3,4,5-trifluoro-benzoyl)-piperazin-1-yl]-propionamide). As a reaction SMILES: C1C=CC2N(O)N=[N:7]C=2C=1.[O:11]=[C:12]([N:17]1[CH2:22][CH2:21][N:20]([C:23](=[O:33])[C:24]2[CH:29]=[C:28]([F:30])[C:27]([F:31])=[C:26]([F:32])[CH:25]=2)[CH2:19][CH2:18]1)[CH2:13][C:14](O)=[O:15].CCN=C=NCCCN(C)C.Cl.O1C=NC(C2C=CC(N)=CC=2)=N1>CN(C1C=CN=CC=1)C.CN(C=O)C.O>[O:11]=[C:12]([N:17]1[CH2:22][CH2:21][N:20]([C:23](=[O:33])[C:24]2[CH:29]=[C:28]([F:30])[C:27]([F:31])=[C:26]([F:32])[CH:25]=2)[CH2:19][CH2:18]1)[CH2:13][C:14]([NH2:7])=[O:15] |f:2.3|. Reported procedure: HOBt (49 mg, 0.36 mmol) and DMAP (55 mg, 0.45 mmol) were added to a stirred solution of 3-oxo-3-[4-(3,4,5-trifluoro-benzoyl)-piperazin-1-yl]-propionic acid (100 mg, 0.3 mmol) in DMF (2 mL). The reaction mixture was cooled to 10° C. and EDCI.HCl (69 mg, 0.36 mmol) followed by 4-[1,2,4]-oxadiazol-3-yl-phenylamine (53 mg, 0.33 mmol) were added. The reaction mixture was stirred at room temperature overnight then diluted with water and the product extracted with ethyl acetate. The organic layer was w... Reactants: CC(C)(C)OC(=O)NC(CC(=O)O)Cc1cc(F)c(F)cc1F, ClCCCl, CCN(C(C)C)C(C)C, ClCCl, O=C(O)C(F)(F)F, O=C1CNCc2ccccc2N1, On1nnc2ccccc21. Yields the product CC(C)(C)OC(=O)NC(CC(=O)N1CC(=O)Nc2ccccc2C1)Cc1cc(F)c(F)cc1F. RXN SMILES: [C:1]([CH3:2])([CH3:3])([CH3:4])[O:5][C:6](=[O:7])[NH:8][CH:9]([CH2:10][C:11](=[O:12])[OH:13])[CH2:14][c:15]1[c:16]([F:23])[cH:17][c:18]([F:22])[c:19]([F:21])[cH:20]1.[CH2:34]([Cl:35])[CH2:36][Cl:37].[CH:38]([N:39]([CH2:40][CH3:41])[CH:42]([CH3:43])[CH3:44])([CH3:45])[CH3:46].[Cl:66][CH2:67][Cl:68].[F:47][C:48]([F:49])([F:50])[C:51]([OH:52])=[O:53].[NH:54]1[C:55](=[O:65])[CH2:56][NH:57][CH2:58][c:59]2[c:60]1[cH:61][cH:62][cH:63][cH:64]2.[OH:24][n:25]1[c:26]2[c:27]([cH:28][cH:29][cH:30][cH:31]2)[n:32][n:33]1>>[C:1]([CH3:2])([CH3:3])([CH3:4])[O:5][C:6](=[O:7])[NH:8][CH:9]([CH2:10][C:11](=[O:13])[N:57]1[CH2:56][C:55](=[O:65])[NH:54][c:60]2[c:59]([cH:64][cH:63][cH:62][cH:61]2)[CH2:58]1)[CH2:14][c:15]1[c:16]([F:23])[cH:17][c:18]([F:22])[c:19]([F:21])[cH:20]1.